This data is from the Open Reaction Database (ORD), a public repository of structured organic reaction records. The task is: describe an organic reaction: reactants, conditions, products, and yield Procedure details: A mixture of t-butyl N-{2-[4-(2,4-dioxothiazolidin-5-ylmethyl)phenoxyacetylamino]-5-(2-phenylphenoxy)phenyl}-N-methylcarbamate (2.33 g) and 4N hydrogen chloride/dioxane (20 ml) was stirred at ambient temperature for 20 hours. The solvent of the reaction mixture was evaporated to dryness. To the residue was added ethyl acetate and insoluble product was collected by filtration and washed with ethyl acetate to give the title compound (1.87 g). Conditions: time 20 hour. Product: Cl.CN1C(=NC2=C1C=C(C=C2)OC2=C(C=CC=C2)C2=CC=CC=C2)COC2=CC=C(CC1C(NC(S1)=O)=O)C=C2 (5-{4-[1-Methyl-6-(2-phenylphenoxy)-1H-benzimidazole-2-ylmethoxy]benzyl}thiazolidine-2,4-dione hydrochloride). As a reaction SMILES: [O:1]=[C:2]1[NH:6][C:5](=[O:7])[CH:4]([CH2:8][C:9]2[CH:47]=[CH:46][C:12]([O:13][CH2:14][C:15]([NH:17][C:18]3[CH:23]=[CH:22][C:21]([O:24][C:25]4[CH:30]=[CH:29][CH:28]=[CH:27][C:26]=4[C:31]4[CH:36]=[CH:35][CH:34]=[CH:33][CH:32]=4)=[CH:20][C:19]=3[N:37](C)[C:38](=O)OC(C)(C)C)=O)=[CH:11][CH:10]=2)[S:3]1.[ClH:48].O1CCOCC1>>[ClH:48].[CH3:38][N:37]1[C:19]2[CH:20]=[C:21]([O:24][C:25]3[CH:30]=[CH:29][CH:28]=[CH:27][C:26]=3[C:31]3[CH:32]=[CH:33][CH:34]=[CH:35][CH:36]=3)[CH:22]=[CH:23][C:18]=2[N:17]=[C:15]1[CH2:14][O:13][C:12]1[CH:11]=[CH:10][C:9]([CH2:8][CH:4]2[S:3][C:2](=[O:1])[NH:6][C:5]2=[O:7])=[CH:47][CH:46]=1 |f:1.2,3.4|. The reactants are O=C1SC(C(N1)=O)CC1=CC=C(OCC(=O)NC2=C(C=C(C=C2)OC2=C(C=CC=C2)C2=CC=CC=C2)N(C(OC(C)(C)C)=O)C)C=C1 (t-butyl N-{2-[4-(2,4-dioxothiazolidin-5-ylmethyl)phenoxyacetylamino]-5-(2-phenylphenoxy)phenyl}-N-methylcarbamate), Cl.O1CCOCC1 (hydrogen chloride dioxane).